Dataset: the Open Reaction Database (ORD), a public repository of structured organic reaction records. Task: describe an organic reaction: reactants, conditions, products, and yield Reactants: C(#N)C1=CC=C(C=C1)C1C(=C(N(C(N1CC(=O)OC(C)(C)C)=O)C1=CC(=CC=C1)C(F)(F)F)C)C(=O)N1C=NC=C1 (tert.-Butyl [6-(4-cyanophenyl)-5-(1H-imidazol-1-ylcarbonyl)-4-methyl-2-oxo-3-[3-(trifluoromethyl)phenyl]-3,6-dihydropyrimidin-1(2H)-yl]acetate), OCC(=O)OCC1=CC=CC=C1 (benzyl hydroxyacetate). Product: C(C)(C)(C)OC(CN1C(N(C(=C(C1C1=CC=C(C=C1)C#N)C(=O)OCC(=O)OCC1=CC=CC=C1)C)C1=CC(=CC=C1)C(F)(F)F)=O)=O (2-(Benzyloxy)-2-oxoethyl 3-(2-tert.-butoxy-2-oxoethyl)-4-(4-cyanophenyl)-6-methyl-2-oxo-1-[3-(trifluoromethyl)phenyl]-1,2,3,4-tetrahydropyrimidine-5-carboxylate). Isolated yield 32.0%. As a reaction SMILES: [C:1]([C:3]1[CH:8]=[CH:7][C:6]([CH:9]2[N:14]([CH2:15][C:16]([O:18][C:19]([CH3:22])([CH3:21])[CH3:20])=[O:17])[C:13](=[O:23])[N:12]([C:24]3[CH:29]=[CH:28][CH:27]=[C:26]([C:30]([F:33])([F:32])[F:31])[CH:25]=3)[C:11]([CH3:34])=[C:10]2[C:35](N2C=CN=C2)=[O:36])=[CH:5][CH:4]=1)#[N:2].[OH:42][CH2:43][C:44]([O:46][CH2:47][C:48]1[CH:53]=[CH:52][CH:51]=[CH:50][CH:49]=1)=[O:45]>>[C:19]([O:18][C:16](=[O:17])[CH2:15][N:14]1[CH:9]([C:6]2[CH:5]=[CH:4][C:3]([C:1]#[N:2])=[CH:8][CH:7]=2)[C:10]([C:35]([O:42][CH2:43][C:44]([O:46][CH2:47][C:48]2[CH:53]=[CH:52][CH:51]=[CH:50][CH:49]=2)=[O:45])=[O:36])=[C:11]([CH3:34])[N:12]([C:24]2[CH:29]=[CH:28][CH:27]=[C:26]([C:30]([F:31])([F:32])[F:33])[CH:25]=2)[C:13]1=[O:23])([CH3:20])([CH3:21])[CH3:22]. Procedure: The title compound is synthesized in analogy to Example 64 from Example 15A using benzyl hydroxyacetate instead of tert.-butyl-N-hydroxyethyl carbamate. Reactants: O (water), CC1=NC2=CC=CC=C2C=C1 (2-methylquinoline), solution, C(CCC)[Li] (n-butyllithium), C(CCCCC)Br (n-hexyl bromide). Solvent: CCOCC (ether), CCCCCC (hexane), C(C)OCC (diethyl ether), CCOCC (ether). Product: C(CCCCCC)C1=NC2=CC=CC=C2C=C1 (2-n-heptylquinoline). The yield is 78.1%. As a reaction SMILES: [CH3:1][C:2]1[CH:11]=[CH:10][C:9]2[C:4](=[CH:5][CH:6]=[CH:7][CH:8]=2)[N:3]=1.C([Li])CCC.[CH2:17](Br)[CH2:18][CH2:19][CH2:20][CH2:21][CH3:22].O>CCOCC.CCCCCC>[CH2:1]([C:2]1[CH:11]=[CH:10][C:9]2[C:4](=[CH:5][CH:6]=[CH:7][CH:8]=2)[N:3]=1)[CH2:17][CH2:18][CH2:19][CH2:20][CH2:21][CH3:22]. Reported procedure: A solution of 25 g of 2-methylquinoline in 40 ml of ether was added slowly to a mixture of 70 ml of a 1.6M solution of n-butyllithium in hexane and 40 ml of diethyl ether. The reaction mixture was stirred at room temperature, then it was cooled to about 5° C. and a solution of 28.9 g of n-hexyl bromide in 10 ml of ether was slowly added. The reaction mixture was then warmed to room temperature and stirred at room temperature for 2 hours. For working-up, the reaction mixture was added to 500 ml o... The reactants are COc1cc(Cc2nc3cc(NCCO)ccc3c3nc(N)nn23)ccc1OCc1ccccc1, COc1cc(Cc2nc3cc(F)ccc3c3nc(N)nn23)ccc1OCc1ccccc1. Product: COc1cc(Cc2nc3cc(NCCO)ccc3c3nc(N)nn23)ccc1O. As a reaction SMILES: [CH2:1]([c:2]1[cH:3][cH:4][cH:5][cH:6][cH:7]1)[O:8][c:9]1[c:10]([O:34][CH3:35])[cH:11][c:12]([CH2:13][c:14]2[n:15][c:16]3[cH:17][c:18]([NH:28][CH2:29][CH2:30][OH:31])[cH:19][cH:20][c:21]3[c:22]3[n:23]2[n:24][c:25]([NH2:27])[n:26]3)[cH:32][cH:33]1.[CH2:36]([O:37][c:38]1[cH:39][cH:40][c:41]([CH2:42][c:43]2[n:44]3[n:45][c:46]([NH2:47])[n:48][c:49]3[c:50]3[cH:51][cH:52][c:53]([F:54])[cH:55][c:56]3[n:57]2)[cH:58][c:59]1[O:60][CH3:61])[c:62]1[cH:63][cH:64][cH:65][cH:66][cH:67]1>>[OH:8][c:9]1[c:10]([O:34][CH3:35])[cH:11][c:12]([CH2:13][c:14]2[n:15][c:16]3[cH:17][c:18]([NH:28][CH2:29][CH2:30][OH:31])[cH:19][cH:20][c:21]3[c:22]3[n:23]2[n:24][c:25]([NH2:27])[n:26]3)[cH:32][cH:33]1. RXN SMILES: [C:1](#[CH:2])[c:3]1[cH:4][cH:5][c:6]([O:7][CH2:8][C:9](=[O:10])[O:11][CH2:12][CH3:13])[cH:14][cH:15]1.[CH:25]([N:26]([CH2:27][CH3:28])[CH:29]([CH3:30])[CH3:31])([CH3:32])[CH3:33].[Cl-:34].[Cu:113][I:114].[I:16][c:17]1[cH:18][cH:19][c:20]([CH2:23][OH:24])[cH:21][cH:22]1.[NH4+:35].[O:116]=[CH:117][N:118]([CH3:119])[CH3:120].[OH2:115].[cH:36]1[cH:37][cH:38][c:39]([P:40]([Pd:41]([P:42]([c:43]2[cH:44][cH:45][cH:46][cH:47][cH:48]2)([c:49]2[cH:50][cH:51][cH:52][cH:53][cH:54]2)[c:55]2[cH:56][cH:57][cH:58][cH:59][cH:60]2)([P:61]([c:62]2[cH:63][cH:64][cH:65][cH:66][cH:67]2)([c:68]2[cH:69][cH:70][cH:71][cH:72][cH:73]2)[c:74]2[cH:75][cH:76][cH:77][cH:78][cH:79]2)[P:80]([c:81]2[cH:82][cH:83][cH:84][cH:85][cH:86]2)([c:87]2[cH:88][cH:89][cH:90][cH:91][cH:92]2)[c:93]2[cH:94][cH:95][cH:96][cH:97][cH:98]2)([c:99]2[cH:100][cH:101][cH:102][cH:103][cH:104]2)[c:105]2[cH:106][cH:107][cH:108][cH:109][cH:110]2)[cH:111][cH:112]1>>[C:1](#[C:2][c:17]1[cH:18][cH:19][c:20]([CH2:23][OH:24])[cH:21][cH:22]1)[c:3]1[cH:4][cH:5][c:6]([O:7][CH2:8][C:9](=[O:10])[O:11][CH2:12][CH3:13])[cH:14][cH:15]1. Yields the product CCOC(=O)COc1ccc(C#Cc2ccc(CO)cc2)cc1. The reactants are C#Cc1ccc(OCC(=O)OCC)cc1, CCN(C(C)C)C(C)C, [Cl-], [Cu]I, OCc1ccc(I)cc1, [NH4+], CN(C)C=O, O, c1ccc(P(c2ccccc2)(c2ccccc2)[Pd](P(c2ccccc2)(c2ccccc2)c2ccccc2)(P(c2ccccc2)(c2ccccc2)c2ccccc2)P(c2ccccc2)(c2ccccc2)c2ccccc2)cc1. Reactants: CC(C)(C)c1nc(C2CCC2)cc(N2CCN(CCCCN)CC2)n1, CCN=C=NCCCN(C)C, CCN(C(C)C)C(C)C, ClCCl, Cl, O=C(O)c1cccc(F)c1, Oc1cccc2[nH]nnc12. Yields the product CC(C)(C)c1nc(C2CCC2)cc(N2CCN(CCCCNC(=O)c3cccc(F)c3)CC2)n1. As a reaction SMILES: [C:11]([CH3:12])([CH3:13])([CH3:14])[c:15]1[n:16][c:17]([CH:32]2[CH2:33][CH2:34][CH2:35]2)[cH:18][c:19]([N:21]2[CH2:22][CH2:23][N:24]([CH2:27][CH2:28][CH2:29][CH2:30][NH2:31])[CH2:25][CH2:26]2)[n:20]1.[CH2:56]([N:57]=[C:58]=[N:59][CH2:60][CH2:61][CH2:62][N:63]([CH3:64])[CH3:65])[CH3:66].[CH:36]([N:37]([CH:38]([CH3:39])[CH3:40])[CH2:41][CH3:42])([CH3:43])[CH3:44].[Cl:67][CH2:68][Cl:69].[ClH:55].[F:1][c:2]1[cH:3][c:4]([C:5](=[O:6])[OH:7])[cH:8][cH:9][cH:10]1.[OH:45][c:46]1[c:47]2[n:48][n:49][nH:50][c:51]2[cH:52][cH:53][cH:54]1>>[F:1][c:2]1[cH:3][c:4]([C:5](=[O:7])[NH:31][CH2:30][CH2:29][CH2:28][CH2:27][N:24]2[CH2:23][CH2:22][N:21]([c:19]3[cH:18][c:17]([CH:32]4[CH2:33][CH2:34][CH2:35]4)[n:16][c:15]([C:11]([CH3:12])([CH3:13])[CH3:14])[n:20]3)[CH2:26][CH2:25]2)[cH:8][cH:9][cH:10]1. Starting materials: CC(=O)OCC1OC(n2cc(CBr)nn2)C(OC(C)=O)C(OC(C)=O)C1OC(C)=O, CCCC[Sn](CCCC)(CCCC)c1ccc(CC)cc1, CCOC(C)=O, [F-], [K+], C1CCOC1, c1ccc(P(c2ccccc2)(c2ccccc2)[Pd](P(c2ccccc2)(c2ccccc2)c2ccccc2)(P(c2ccccc2)(c2ccccc2)c2ccccc2)P(c2ccccc2)(c2ccccc2)c2ccccc2)cc1. Product: CCc1ccc(Cc2cn(C3OC(COC(C)=O)C(OC(C)=O)C(OC(C)=O)C3OC(C)=O)nn2)cc1. As a reaction SMILES: [Br:1][CH2:2][c:3]1[n:4][n:5][n:6]([CH:8]2[CH:9]([O:10][C:11]([CH3:12])=[O:13])[CH:14]([O:15][C:16]([CH3:17])=[O:18])[CH:19]([O:20][C:21]([CH3:22])=[O:23])[CH:24]([CH2:26][O:27][C:28]([CH3:29])=[O:30])[O:25]2)[cH:7]1.[CH2:31]([Sn:32]([CH2:33][CH2:34][CH2:35][CH3:44])([c:36]1[cH:37][cH:38][c:39]([CH2:42][CH3:43])[cH:40][cH:41]1)[CH2:45][CH2:46][CH2:47][CH3:48])[CH2:49][CH2:50][CH3:51].[CH3:59][CH2:60][O:61][C:62](=[O:63])[CH3:64].[F-:52].[K+:53].[O:54]1[CH2:55][CH2:56][CH2:57][CH2:58]1.[cH:65]1[cH:66][cH:67][c:68]([P:69]([Pd:70]([P:71]([c:72]2[cH:73][cH:74][cH:75][cH:76][cH:77]2)([c:78]2[cH:79][cH:80][cH:81][cH:82][cH:83]2)[c:84]2[cH:85][cH:86][cH:87][cH:88][cH:89]2)([P:90]([c:91]2[cH:92][cH:93][cH:94][cH:95][cH:96]2)([c:97]2[cH:98][cH:99][cH:100][cH:101][cH:102]2)[c:103]2[cH:104][cH:105][cH:106][cH:107][cH:108]2)[P:109]([c:110]2[cH:111][cH:112][cH:113][cH:114][cH:115]2)([c:116]2[cH:117][cH:118][cH:119][cH:120][cH:121]2)[c:122]2[cH:123][cH:124][cH:125][cH:126][cH:127]2)([c:128]2[cH:129][cH:130][cH:131][cH:132][cH:133]2)[c:134]2[cH:135][cH:136][cH:137][cH:138][cH:139]2)[cH:140][cH:141]1>>[CH2:2]([c:3]1[n:4][n:5][n:6]([CH:8]2[CH:9]([O:10][C:11]([CH3:12])=[O:13])[CH:14]([O:15][C:16]([CH3:17])=[O:18])[CH:19]([O:20][C:21]([CH3:22])=[O:23])[CH:24]([CH2:26][O:27][C:28]([CH3:29])=[O:30])[O:25]2)[cH:7]1)[c:36]1[cH:37][cH:38][c:39]([CH2:42][CH3:43])[cH:40][cH:41]1. Reactants: CC(C)(C)OC(=O)N1CCC(CBr)CC1, Cc1nc2cccc3[nH]c(=O)c1n23, [H-], [Na+], CN(C)C=O, O. The product is Cc1nc2cccc3n(CC4CCN(C(=O)OC(C)(C)C)CC4)c(=O)c1n23. RXN SMILES: [Br:16][CH2:17][CH:18]1[CH2:19][CH2:20][N:21]([C:24](=[O:25])[O:26][C:27]([CH3:28])([CH3:29])[CH3:30])[CH2:22][CH2:23]1.[CH3:1][c:2]1[n:3][c:4]2[n:5]3[c:6]1[c:7](=[O:13])[nH:8][c:9]3[cH:10][cH:11][cH:12]2.[H-:14].[Na+:15].[O:32]=[CH:33][N:34]([CH3:35])[CH3:36].[OH2:31]>>[CH3:1][c:2]1[n:3][c:4]2[n:5]3[c:6]1[c:7](=[O:13])[n:8]([CH2:17][CH:18]1[CH2:19][CH2:20][N:21]([C:24](=[O:25])[O:26][C:27]([CH3:28])([CH3:29])[CH3:30])[CH2:22][CH2:23]1)[c:9]3[cH:10][cH:11][cH:12]2. Reactants: CCCS, Nc1nc2c(ncn2C2OC(CCl)C(O)C2O)c(=O)[nH]1. The product is CCCSCC1OC(n2cnc3c(=O)[nH]c(N)nc32)C(O)C1O. RXN SMILES: [CH2:1]([CH2:2][CH3:3])[SH:4].[Cl:5][CH2:6][CH:7]1[CH:8]([OH:24])[CH:9]([OH:23])[CH:10]([n:12]2[cH:13][n:14][c:15]3[c:16](=[O:17])[nH:18][c:19]([NH2:20])[n:21][c:22]23)[O:11]1>>[CH2:1]([CH2:2][CH3:3])[S:4][CH2:6][CH:7]1[CH:8]([OH:24])[CH:9]([OH:23])[CH:10]([n:12]2[cH:13][n:14][c:15]3[c:16](=[O:17])[nH:18][c:19]([NH2:20])[n:21][c:22]23)[O:11]1.